From a dataset of the Open Reaction Database (ORD), a public repository of structured organic reaction records. describe an organic reaction: reactants, conditions, products, and yield The reactants are C(C1=CC=CC=C1)C1=NC(=CC(=N1)CO)C1=CC=C(C=C1)C ((2-Benzyl-6-p-tolyl-pyrimidin-4-yl)-methanol), CC(=O)OI1(C=2C=CC=CC2C(=O)O1)(OC(=O)C)OC(=O)C (Dess-Martin periodinane). The solvent is C(Cl)Cl (CH2Cl2). Conditions: time 30 minute. The product is C(C1=CC=CC=C1)C1=NC(=CC(=N1)C=O)C1=CC=C(C=C1)C (2-benzyl-6-p-tolyl-pyrimidine-4-carbaldehyde). Isolated yield 545.0%. RXN SMILES: [CH2:1]([C:8]1[N:13]=[C:12]([CH2:14][OH:15])[CH:11]=[C:10]([C:16]2[CH:21]=[CH:20][C:19]([CH3:22])=[CH:18][CH:17]=2)[N:9]=1)[C:2]1[CH:7]=[CH:6][CH:5]=[CH:4][CH:3]=1.CC(OI1(OC(C)=O)(OC(C)=O)OC(=O)C2C=CC=CC1=2)=O>C(Cl)Cl>[CH2:1]([C:8]1[N:13]=[C:12]([CH:14]=[O:15])[CH:11]=[C:10]([C:16]2[CH:17]=[CH:18][C:19]([CH3:22])=[CH:20][CH:21]=2)[N:9]=1)[C:2]1[CH:3]=[CH:4][CH:5]=[CH:6][CH:7]=1. Procedure: To a solution of the product from Step B (0.102 g, 0.35 mmol) in CH2Cl2 (2 mL) was added the Dess-Martin periodinane (0.228, 0.53 mmol). After 30 min, the mixture was diluted satd. aq. NaHCO3 and extracted with CH2Cl2 (2×). The combined organic layers were dried, concentrated, and filtered through a small plug of SiO2 (25% EtOAc in hexanes). The filtrate was concentrated to give 2-benzyl-6-p-tolyl-pyrimidine-4-carbaldehyde (0.55 g, 54%). To a solution of this aldehyde in CH2Cl2 (3 mL) was added ...